Dataset: the Open Reaction Database (ORD), a public repository of structured organic reaction records. Task: describe an organic reaction: reactants, conditions, products, and yield The reactants are CN(C)C=O, [Cl-], CSc1nsc(Cl)n1, OCc1cccc(Cl)n1, [H-], [Na+], [Na+]. The product is CSc1nsc(OCc2cccc(Cl)n2)n1. RXN SMILES: [CH3:22][N:23]([CH3:24])[CH:25]=[O:26].[Cl-:21].[Cl:1][c:2]1[n:3][c:4]([S:7][CH3:8])[n:5][s:6]1.[Cl:9][c:10]1[cH:11][cH:12][cH:13][c:14]([CH2:16][OH:17])[n:15]1.[H-:18].[Na+:19].[Na+:20]>>[c:2]1([O:17][CH2:16][c:14]2[cH:13][cH:12][cH:11][c:10]([Cl:9])[n:15]2)[n:3][c:4]([S:7][CH3:8])[n:5][s:6]1. Reactants: C(C1=CC=CC=C1)N([C@@H]1CC[C@@H](CC1)N1CCN(CC1)C)CC1=CC=CC=C1 (cis-dibenzyl-[4-(4-methyl-piperazin-1-yl)-cyclohexyl]-amine). Reagents/catalysts: [Pd] (palladium/charcoal). Solvent: CO (methanol). The product is CN1CCN(CC1)[C@@H]1CC[C@H](CC1)N (TRANS-4-(4-METHYL-PIPERAZIN-1YL)-CYCLOHEXYLAMINE). Reaction SMILES: C([N:8](CC1C=CC=CC=1)[C@H:9]1[CH2:14][CH2:13][C@@H:12]([N:15]2[CH2:20][CH2:19][N:18]([CH3:21])[CH2:17][CH2:16]2)[CH2:11][CH2:10]1)C1C=CC=CC=1>CO.[Pd]>[CH3:21][N:18]1[CH2:17][CH2:16][N:15]([C@H:12]2[CH2:13][CH2:14][C@H:9]([NH2:8])[CH2:10][CH2:11]2)[CH2:20][CH2:19]1. Procedure: 4.1 g (11 mmol) cis-dibenzyl-[4-(4-methyl-piperazin-1-yl)-cyclohexyl]-amine are placed in 80 ml of methanol, 0.8 g palladium/charcoal (10%) are added and then the mixture is hydrogenated at 50 psi and 20° C. The reaction mixture is suction filtered through kieselguhr, the mother liquor is concentrated by evaporation. Yield: 1.90 g. The trans-isomer may be prepared analogously.